Dataset: the Open Reaction Database (ORD), a public repository of structured organic reaction records. Task: describe an organic reaction: reactants, conditions, products, and yield Reactants: NC1=C(C=C(C=C1C)C[C@H](C(=O)OC)C(=O)OCC1=CC=CC=C1)C ((R)-Methyl 3-(4-amino-3,5-dimethylphenyl)-2-(benzyloxycarbonyl)propanoate), N(=O)OCCC(C)C (iso-amyl nitrite), C([O-])(O)=O.[Na+] (sodium bicarbonate), C(C)NCC.CCCCCCC (diethylamine heptane), three, C(C)(=O)[O-].[K+] (potassium acetate), C([O-])(O)=O.[Na+] (sodium bicarbonate). The solvent is C1(=CC=CC=C1)C (toluene), C(C)(=O)O (acetic acid), C(C)O (ethanol), C(C)(=O)O (acetic acid). Conditions: time 1.5 hour. The product is C(C1=CC=CC=C1)OC(=O)[C@@H](C(=O)OC)CC=1C=C2C=NNC2=C(C1)C ((R)-Methyl 2-(benzyloxycarbonyl)-3-(7-methyl-1H-indazol-5-yl)propanoate). Reaction SMILES: [NH2:1][C:2]1[C:7]([CH3:8])=[CH:6][C:5]([CH2:9][C@@H:10]([C:15]([O:17][CH2:18][C:19]2[CH:24]=[CH:23][CH:22]=[CH:21][CH:20]=2)=[O:16])[C:11]([O:13][CH3:14])=[O:12])=[CH:4][C:3]=1[CH3:25].C([O-])(=O)C.[K+].[N:31](OCCC(C)C)=O.C(=O)(O)[O-].[Na+].C(NCC)C.CCCCCCC>C(O)C.C(O)(=O)C.C1(C)C=CC=CC=1>[CH2:18]([O:17][C:15]([C@H:10]([CH2:9][C:5]1[CH:6]=[C:7]2[C:2](=[C:3]([CH3:25])[CH:4]=1)[NH:1][N:31]=[CH:8]2)[C:11]([O:13][CH3:14])=[O:12])=[O:16])[C:19]1[CH:20]=[CH:21][CH:22]=[CH:23][CH:24]=1 |f:1.2,4.5,6.7|. Reported procedure: (R)-Methyl 3-(4-amino-3,5-dimethylphenyl)-2-(benzyloxycarbonyl)propanoate (50.0 g, 140 mmol) was weighed into a flame-dried 5 L three neck round bottom flask, followed by the addition of toluene (2400 mL) and glacial acetic acid (120 mL, 2096 mmol). The mixture was mechanically stirred to form a clear solution, and then potassium acetate (103 g, 1048 mmol) was added. To this white suspension, iso-amyl nitrite (20.7 mL, 154 mmol) was added dropwise at room temperature and the resulting mixture wa... Reactants: CC(=O)Nc1ccc(C=Cc2ncn(C(c3ccccc3)(c3ccccc3)c3ccccc3)c2C)cc1[N+](=O)[O-], CCO. Product: Cc1c(C=Cc2ccc(N)c([N+](=O)[O-])c2)ncn1C(c1ccccc1)(c1ccccc1)c1ccccc1. RXN SMILES: [C:1](=[O:2])([CH3:3])[NH:4][c:5]1[c:6]([N+:38](=[O:39])[O-:40])[cH:7][c:8]([CH:11]=[CH:12][c:13]2[n:14][cH:15][n:16]([C:19]([c:20]3[cH:21][cH:22][cH:23][cH:24][cH:25]3)([c:26]3[cH:27][cH:28][cH:29][cH:30][cH:31]3)[c:32]3[cH:33][cH:34][cH:35][cH:36][cH:37]3)[c:17]2[CH3:18])[cH:9][cH:10]1.[CH3:41][CH2:42][OH:43]>>[NH2:4][c:5]1[c:6]([N+:38](=[O:39])[O-:40])[cH:7][c:8]([CH:11]=[CH:12][c:13]2[n:14][cH:15][n:16]([C:19]([c:20]3[cH:21][cH:22][cH:23][cH:24][cH:25]3)([c:26]3[cH:27][cH:28][cH:29][cH:30][cH:31]3)[c:32]3[cH:33][cH:34][cH:35][cH:36][cH:37]3)[c:17]2[CH3:18])[cH:9][cH:10]1. Starting materials: FC1=C(C=CC2=C1OCO2)B(O)O (2-Fluoro-3,4-methylenedioxyphenylboronic acid), C(CCO)O (propane-1,3-diol). The solvent is C1(=CC=CC=C1)C (toluene). The product is FC1=C(C=CC2=C1OCO2)B2OCCCO2 (2-(2-fluoro-3,4-methylenedioxyphenyl)-[1,3,2]-dioxaborinane). Isolated yield 93.4%. RXN SMILES: [F:1][C:2]1[C:7]2[O:8][CH2:9][O:10][C:6]=2[CH:5]=[CH:4][C:3]=1[B:11]([OH:13])[OH:12].[CH2:14](O)[CH2:15][CH2:16]O>C1(C)C=CC=CC=1>[F:1][C:2]1[C:7]2[O:8][CH2:9][O:10][C:6]=2[CH:5]=[CH:4][C:3]=1[B:11]1[O:13][CH2:16][CH2:15][CH2:14][O:12]1. Reported procedure: 2-Fluoro-3,4-methylenedioxyphenylboronic acid (1.4 g, 7.6 mmol) was slurried in toluene and propane-1,3-diol (0.6 g, 7.9 mmol) and the mixture heated under reflux for 0.5 hour. The mixture was cooled, filtered through glass wool and concentrated to give 2-(2-fluoro-3,4-methylenedioxyphenyl)-[1,3,2]-dioxaborinane (1.6 g, 7.1 mmol): 1H NMR (DMSO-d6): δ 7.12 (dd, 1H, J=7.8, 5.7 Hz), 6.75 (d, 1H), 6.09 (s, 2H), 4.06 (t, 4H), 1.98 (m, 2H). The reactants are [OH-].[Na+] (Sodium hydroxide), C(C)O (ethanol), FC1=CC=C(NC2=C(C(=O)OC)C=CC(=C2)CCCC2=CC=CC=C2)C=C1 (methyl 2-(4-fluoroanilino)-4-(3-phenylpropyl)benzoate), Cl (hydrochloric acid). Run in C(C)(=O)OCC (ethyl acetate). Yields the product FC1=CC=C(NC2=C(C(=O)O)C=CC(=C2)CCCC2=CC=CC=C2)C=C1 (2-(4-fluoroanilino)-4-(3-phenylpropyl)benzoic acid). Yield: 72.8%. Reaction SMILES: [OH-].[Na+].C(O)C.[F:6][C:7]1[CH:32]=[CH:31][C:10]([NH:11][C:12]2[CH:21]=[C:20]([CH2:22][CH2:23][CH2:24][C:25]3[CH:30]=[CH:29][CH:28]=[CH:27][CH:26]=3)[CH:19]=[CH:18][C:13]=2[C:14]([O:16]C)=[O:15])=[CH:9][CH:8]=1.Cl>C(OCC)(=O)C>[F:6][C:7]1[CH:32]=[CH:31][C:10]([NH:11][C:12]2[CH:21]=[C:20]([CH2:22][CH2:23][CH2:24][C:25]3[CH:26]=[CH:27][CH:28]=[CH:29][CH:30]=3)[CH:19]=[CH:18][C:13]=2[C:14]([OH:16])=[O:15])=[CH:9][CH:8]=1 |f:0.1|. Procedure: 10% Sodium hydroxide aqueous solution 0.2 mL was added to a suspension of ethanol 2.0 mL of methyl 2-(4-fluoroanilino)-4-(3-phenylpropyl)benzoate 0.10 g at room temperature, and it was heated and refluxed for 2 hours. After the reaction mixture was cooled to room temperature, 1.0 mol/L hydrochloric acid and ethyl acetate were added to it. The organic layer was separated and collected,dried over anhydrous magnesium sulfate, and the solvent was removed under reduced pressure. Hexane was added to t...